This data is from the Open Reaction Database (ORD), a public repository of structured organic reaction records. The task is: describe an organic reaction: reactants, conditions, products, and yield The reactants are COC=1C=C(C=CC1OCCN1CCOCC1)N (3-Methoxy-4-(2-morpholin-4-yl-ethoxy)-phenylamine), product, C(C)O (ethanol). Reaction SMILES: COC1C=C(N)C=C[C:8]=1[O:9][CH2:10][CH2:11][N:12]1[CH2:17][CH2:16]O[CH2:14][CH2:13]1.[CH2:19]([OH:21])[CH3:20]>[Pd]>[CH3:8][O:9][CH2:10][CH2:11][N:12]1[CH2:13][CH2:14][CH:20]([CH:19]=[O:21])[CH2:16][CH2:17]1. The reagents and catalysts are [Pd] (palladium on charcoal). Conditions: time 16 hour. The product is COCCN1CCC(CC1)C=O (1-(2-Methoxy-ethyl)-piperidine-4-carbaldehyde). Procedure details: 4-[2-(2-Methoxy-4-nitro-phenoxy)-ethyl]-morpholine To a solution of (1-(2-hydroxyethyl)-morpholine) (1.94 ml, 16 mmol) in dimethylformamide was added sodium hydride [60% dispersion in oil] (544 mg, 16 mmol). After stirring at room temperature for 10 min, a solution of (1-chloro-2-methoxy-4-nitro-benzene) (3 g, 16 mmol) in dimethylformamide (10 ml) was added dropwise. The reaction mixture was left stirring at room temperature for 16 hours, concentrated, then the residue dissolved in ethyl acetate... Reaction SMILES: [CH:1]1(/[CH:7]=[C:8](\[C:12]2[CH:17]=[CH:16][C:15]([S:18]([CH3:21])(=[O:20])=[O:19])=[C:14]([C:22]([F:25])([F:24])[F:23])[CH:13]=2)/[C:9]([OH:11])=O)[CH2:6][CH2:5][CH2:4][CH2:3][CH2:2]1.C(Cl)(=O)C(Cl)=O.[CH3:32][NH:33][C:34]([NH2:36])=[O:35].N1C=CC=CC=1.Cl>FC1C=CC=CC=1.CN(C)C=O.C(OCC)(=O)C>[CH:1]1(/[CH:7]=[C:8](\[C:12]2[CH:17]=[CH:16][C:15]([S:18]([CH3:21])(=[O:19])=[O:20])=[C:14]([C:22]([F:24])([F:25])[F:23])[CH:13]=2)/[C:9]([NH:36][C:34]([NH:33][CH3:32])=[O:35])=[O:11])[CH2:2][CH2:3][CH2:4][CH2:5][CH2:6]1. The reactants are CNC(=O)N (methyl urea), N1=CC=CC=C1 (pyridine), C1(CCCCC1)/C=C(/C(=O)O)\C1=CC(=C(C=C1)S(=O)(=O)C)C(F)(F)F ((E)-3-cyclohexyl-2-(4-(methanesulfonyl)-3-(trifluoromethyl)-phenyl)-acrylic acid), C(C(=O)Cl)(=O)Cl (oxalyl chloride), Cl (hydrochloric acid). Procedure: A solution of (E)-3-cyclohexyl-2-(4-(methanesulfonyl)-3-(trifluoromethyl)-phenyl)-acrylic acid (282 mg, 0.75 mmol) in fluorobenzene (1 mL) and N,N-dimethylformamide (3 μL) at 25° C. was treated dropwise with oxalyl chloride (81 μL, 0.9 mmol) over 2-3 min. The clear solution was stirred at 25° C. for 1 h and then treated with methyl urea (167 mg, 2.25 mmol). The resulting suspension was heated at 70° C. (bath temperature) for 10 min and then treated with pyridine (121 μL, 1.5 mmol). The reaction ... Yield: 32.1%. Run at temperature 25 celsius, time 1 hour. Solvent: FC1=CC=CC=C1 (fluorobenzene), CN(C=O)C (N,N-dimethylformamide), C(C)(=O)OCC (ethyl acetate). Yields the product hexanes ethyl acetate, C1(CCCCC1)/C=C(/C(=O)NC(=O)NC)\C1=CC(=C(C=C1)S(=O)(=O)C)C(F)(F)F ((E)-1-[3-cyclohexyl-2-(4-methanesulfonyl-3-trifluoromethyl-phenyl)-acryloyl]-3-methyl-urea). The reactants are CC1(C)Oc2cc(F)c(C(=O)O)cc2N(CCN(Cc2ccccc2)Cc2ccccc2)C1=O, CC(C)(C)OC(=O)N1CCC(c2cc(F)c(F)cc2F)C(N)C1. Yields the product CC(C)(C)OC(=O)N1CCC(c2cc(F)c(F)cc2F)C(NC(=O)c2cc3c(cc2F)OC(C)(C)C(=O)N3CCN(Cc2ccccc2)Cc2ccccc2)C1. As a reaction SMILES: [CH2:1]([c:2]1[cH:3][cH:4][cH:5][cH:6][cH:7]1)[N:8]([CH2:9][CH2:10][N:11]1[C:12](=[O:27])[C:13]([CH3:25])([CH3:26])[O:14][c:15]2[c:16]1[cH:17][c:18]([C:22](=[O:23])[OH:24])[c:19]([F:21])[cH:20]2)[CH2:28][c:29]1[cH:30][cH:31][cH:32][cH:33][cH:34]1.[NH2:35][CH:36]1[CH2:37][N:38]([C:51](=[O:52])[O:53][C:54]([CH3:55])([CH3:56])[CH3:57])[CH2:39][CH2:40][CH:41]1[c:42]1[c:43]([F:50])[cH:44][c:45]([F:49])[c:46]([F:48])[cH:47]1>>[CH2:1]([c:2]1[cH:3][cH:4][cH:5][cH:6][cH:7]1)[N:8]([CH2:9][CH2:10][N:11]1[C:12](=[O:27])[C:13]([CH3:25])([CH3:26])[O:14][c:15]2[c:16]1[cH:17][c:18]([C:22](=[O:23])[NH:35][CH:36]1[CH2:37][N:38]([C:51](=[O:52])[O:53][C:54]([CH3:55])([CH3:56])[CH3:57])[CH2:39][CH2:40][CH:41]1[c:42]1[c:43]([F:50])[cH:44][c:45]([F:49])[c:46]([F:48])[cH:47]1)[c:19]([F:21])[cH:20]2)[CH2:28][c:29]1[cH:30][cH:31][cH:32][cH:33][cH:34]1. Reactants: CC1=[N+](C=CC(=C1C)OCCC1(OCCO1)CCC)[O-] (2,3-dimethyl-4-(2-(2-propyl-1,3-dioxolan-2-yl)ethoxy)pyridine1-oxide). Solvent: C(C)(=O)OC(C)=O (acetic anhydride). Run at temperature 80 celsius, time 8 hour. Yields the product C(C)(=O)OCC1=NC=CC(=C1C)OCCC1(OCCO1)CCC ((3-methyl-4-(2-(2-propyl-1,3-dioxolan-2-yl)ethoxy)pyridin-2-yl)methyl acetate). The yield is 135.3%. As a reaction SMILES: [CH3:1][C:2]1[C:7]([CH3:8])=[C:6]([O:9][CH2:10][CH2:11][C:12]2([CH2:17][CH2:18][CH3:19])[O:16][CH2:15][CH2:14][O:13]2)[CH:5]=[CH:4][N+:3]=1[O-]>C(OC(=O)C)(=O)C>[C:12]([O:16][CH2:1][C:2]1[C:7]([CH3:8])=[C:6]([O:9][CH2:10][CH2:11][C:12]2([CH2:17][CH2:18][CH3:19])[O:16][CH2:15][CH2:14][O:13]2)[CH:5]=[CH:4][N:3]=1)(=[O:13])[CH3:11]. Reported procedure: The 2,3-dimethyl-4-(2-(2-propyl-1,3-dioxolan-2-yl)ethoxy)pyridine1-oxide (1.53 g, 5.44 mmol) obtained in the step (3c) was mixed with acetic anhydride (30 ml) and the mixture was stirred at 80° C. overnight. The reaction mixture was concentrated under reduced pressure and the residue was dissolved in ethyl acetate and then subjected to silica gel column chromatography (elution solvent: n-heptane/ethyl acetate=1/1) to obtain the title compound (1.19 g, 67.6%) as a light yellow oil. Reactants: C=O, Cc1ccccc1, CCOC(C)=O, Cl, Fc1ccc2sccc2c1. The product is Fc1ccc2scc(CCl)c2c1. As a reaction SMILES: [CH2:1]=[O:2].[CH3:13][c:14]1[cH:15][cH:16][cH:17][cH:18][cH:19]1.[CH3:21][CH2:22][O:23][C:24](=[O:25])[CH3:26].[ClH:20].[F:3][c:4]1[cH:5][c:6]2[c:7]([s:8][cH:9][cH:10]2)[cH:11][cH:12]1>>[F:3][c:4]1[cH:5][c:6]2[c:7]([s:8][cH:9][c:10]2[CH2:13][Cl:20])[cH:11][cH:12]1. Starting materials: P(=O)(OC(C)(C)C)(OC(C)(C)C)OCCCC=1C=C2C(=C(C=NC2=C(C1)F)C(=O)NCC1=CC=C(C=C1)Cl)O (Di(tert-butyl) 3-(3-{[(4-chlorobenzyl)amino]carbonyl}-8-fluoro-4-hydroxy-6-quinolinyl)propyl phosphate), ether-hexane. The solvent is C(=O)(C(F)(F)F)O.ClCCl (TFA dichloromethane). Product: P(=O)(OCCCC=1C=C2C(=C(C=NC2=C(C1)F)C(=O)NCC1=CC=C(C=C1)Cl)O)(O)O (3-(3-{[(4-Chlorobenzyl)amino]carbonyl}-8-fluoro-4-hydroxy-6-quinolinyl)propyl dihydrogen phosphate). Yield: 84.8%. Reaction SMILES: [P:1]([O:13][CH2:14][CH2:15][CH2:16][C:17]1[CH:18]=[C:19]2[C:24](=[C:25]([F:27])[CH:26]=1)[N:23]=[CH:22][C:21]([C:28]([NH:30][CH2:31][C:32]1[CH:37]=[CH:36][C:35]([Cl:38])=[CH:34][CH:33]=1)=[O:29])=[C:20]2[OH:39])([O:8]C(C)(C)C)([O:3]C(C)(C)C)=[O:2]>C(O)(C(F)(F)F)=O.ClCCl>[P:1]([OH:3])([OH:8])([O:13][CH2:14][CH2:15][CH2:16][C:17]1[CH:18]=[C:19]2[C:24](=[C:25]([F:27])[CH:26]=1)[N:23]=[CH:22][C:21]([C:28]([NH:30][CH2:31][C:32]1[CH:37]=[CH:36][C:35]([Cl:38])=[CH:34][CH:33]=1)=[O:29])=[C:20]2[OH:39])=[O:2] |f:1.2|. Reported procedure: A solution of 95 mg of compound of Example 267 (F-2 wherein X=CH2 and Y=F) in 1 mL of 1:1 TFA-dichloromethane is stirred for 30 min, then added dropwise to 50 mL of rapidly stirred 2:1 ether-hexane. The solid is filtered off, washed with hexane, and dried under vacuum to provide 65 mg of the title compound as a white solid.